Dataset: the Open Reaction Database (ORD), a public repository of structured organic reaction records. Task: describe an organic reaction: reactants, conditions, products, and yield Starting materials: FC=1C=C(C#N)C=CC1F (3,4-Difluorobenzonitrile), N1CCNCC1 (piperazine). Run in CN(C(C)=O)C (N,N-dimethylacetamide), O (water). Conditions: temperature 120 celsius. The product is FC=1C=C(C#N)C=CC1N1CCNCC1 (3-fluoro-4-(piperazin-1-yl)benzonitrile). Isolated yield 95.4%. As a reaction SMILES: [F:1][C:2]1[CH:3]=[C:4]([CH:7]=[CH:8][C:9]=1F)[C:5]#[N:6].[NH:11]1[CH2:16][CH2:15][NH:14][CH2:13][CH2:12]1>CN(C)C(=O)C.O>[F:1][C:2]1[CH:3]=[C:4]([CH:7]=[CH:8][C:9]=1[N:11]1[CH2:16][CH2:15][NH:14][CH2:13][CH2:12]1)[C:5]#[N:6]. Reported procedure: 3,4-Difluorobenzonitrile (2.0 g, 14.3 mmol) and piperazine (6.19 g, 71.8 mmol) were dissolved in N,N-dimethylacetamide (10 mL) and the solution was heated to 120° C. for 1.5 h. The reaction mixture was cooled to room temperature, diluted with water, and extracted with EtOAc. The combined extracts were washed with water and brine, dried over anhydrous Na2SO4, and concentrated under reduced pressure to get 3-fluoro-4-(piperazin-1-yl)benzonitrile (2.8 g, yield 95%), which was carried through withou...